From a dataset of the Open Reaction Database (ORD), a public repository of structured organic reaction records. describe an organic reaction: reactants, conditions, products, and yield Reactants: ClC=1C(=NC=CC1)N1CC=2N=CN=C(C2CC1)NC1=CC=C2C(CCN(C2=C1)C(C)=O)(C)C (1-(7-(7-(3-chloropyridin-2-yl)-5,6,7,8-tetrahydropyrido[3,4-d]pyrimidin-4-ylamino)-3,4-dihydro-4,4-dimethylquinolin-1(2H)-yl)ethanone), Cl (HCl), C([O-])(O)=O.[Na+] (sodium bicarbonate). The solvent is C(C)#N (acetonitrile). Run at temperature 90 celsius. Product: ClC=1C(=NC=CC1)N1CC=2N=CN=C(C2CC1)NC1=CC=C2C(CCNC2=C1)(C)C (7-(3-Chloropyridin-2-yl)-5,6,7,8-tetrahydro-N-(1,2,3,4-tetrahydro-4,4-dimethylquinolin-7-yl)pyrido[3,4-d]pyrimidin-4-amine). The yield is 77.0%. Reaction SMILES: [Cl:1][C:2]1[C:3]([N:8]2[CH2:17][CH2:16][C:15]3[C:14]([NH:18][C:19]4[CH:28]=[C:27]5[C:22]([C:23]([CH3:33])([CH3:32])[CH2:24][CH2:25][N:26]5C(=O)C)=[CH:21][CH:20]=4)=[N:13][CH:12]=[N:11][C:10]=3[CH2:9]2)=[N:4][CH:5]=[CH:6][CH:7]=1.Cl.C(=O)(O)[O-].[Na+]>C(#N)C>[Cl:1][C:2]1[C:3]([N:8]2[CH2:17][CH2:16][C:15]3[C:14]([NH:18][C:19]4[CH:28]=[C:27]5[C:22]([C:23]([CH3:33])([CH3:32])[CH2:24][CH2:25][NH:26]5)=[CH:21][CH:20]=4)=[N:13][CH:12]=[N:11][C:10]=3[CH2:9]2)=[N:4][CH:5]=[CH:6][CH:7]=1 |f:2.3|. Procedure: A mixture of 1-(7-(7-(3-chloropyridin-2-yl)-5,6,7,8-tetrahydropyrido[3,4-d]pyrimidin-4-ylamino)-3,4-dihydro-4,4-dimethylquinolin-1(2H)-yl)ethanone (10 mg), acetonitrile (2 mL), and 5 N HCl (0.5 mL) was heated at 90° C. for 3 h. The cooled solution was treated with saturated aqueous sodium bicarbonate and extracted with EtOAc (15 mL×3). The combined organic layers were washed with brine, dried, and evaporated. The residue was purified by peparative TLC to give an off-white solid (7 mg). The reactants are ClC1=C(C(=O)[O-])C=CC(=C1[N+](=O)[O-])Cl.[Na+] (sodium 2,4-dichloro-3-nitrobenzoate), ClC1=C(C(=O)[O-])C=C(C(=C1)Cl)[N+](=O)[O-].[Na+] (sodium 2,4-dichloro-5-nitrobenzoate), Cl (HCl). Run in O (H2O). Product: ClC1=C(C(=O)O)C=C(C(=C1)Cl)[N+](=O)[O-] (2,4-Dichloro-5-nitrobenzoic acid). The yield is 72.0%. RXN SMILES: ClC1C([N+]([O-])=O)=C(Cl)C=CC=1C([O-])=O.[Na+].[Cl:16][C:17]1[CH:25]=[C:24]([Cl:26])[C:23]([N+:27]([O-:29])=[O:28])=[CH:22][C:18]=1[C:19]([O-:21])=[O:20].[Na+].Cl>O>[Cl:16][C:17]1[CH:25]=[C:24]([Cl:26])[C:23]([N+:27]([O-:29])=[O:28])=[CH:22][C:18]=1[C:19]([OH:21])=[O:20] |f:0.1,2.3|. Reported procedure: 2,4-Dichlorobenzoic acid 1-1 (1.0 g, 5.34 mmol) was added in one portion to a stirred solution of concentrated nitric acid (0.26 mL, 5.75 mmol) in concentrated sulphuric acid (7 mL). After 3 hours at room temperature the solution was poured onto ice. The resulting white solid was isolated via filtration and washed with H2O (×3). The white solid was then stirred with 1% Na2CO3 (aq) (20 mL) for 1 h at room temperature. Remaining insoluble material was filtered off and the resulting clear filtrate ... Reactants: OCCC(O)COC(c1ccccc1)(c1ccccc1)c1ccccc1, CCCCCC, CS(C)=O, ClCc1ccccc1, [H-], [Na+], O. Product: OC(CCOCc1ccccc1)COC(c1ccccc1)(c1ccccc1)c1ccccc1. As a reaction SMILES: [C:9]([c:10]1[cH:11][cH:12][cH:13][cH:14][cH:15]1)([c:16]1[cH:17][cH:18][cH:19][cH:20][cH:21]1)([c:22]1[cH:23][cH:24][cH:25][cH:26][cH:27]1)[O:28][CH2:29][CH:30]([CH2:31][CH2:32][OH:33])[OH:34].[CH3:3][CH2:4][CH2:5][CH2:6][CH2:7][CH3:8].[CH3:43][S:44]([CH3:45])=[O:46].[Cl:35][CH2:36][c:37]1[cH:38][cH:39][cH:40][cH:41][cH:42]1.[H-:1].[Na+:2].[OH2:47]>>[C:9]([c:10]1[cH:11][cH:12][cH:13][cH:14][cH:15]1)([c:16]1[cH:17][cH:18][cH:19][cH:20][cH:21]1)([c:22]1[cH:23][cH:24][cH:25][cH:26][cH:27]1)[O:28][CH2:29][CH:30]([CH2:31][CH2:32][O:33][CH2:36][c:37]1[cH:38][cH:39][cH:40][cH:41][cH:42]1)[OH:34]. Reaction SMILES: [O:1]1[C:5]2[CH:6]=[CH:7][CH:8]=[CH:9][C:4]=2[CH:3]=[CH:2]1.[Li]CCCC.I[C:16]1[CH:21]=[CH:20][CH:19]=[CH:18][C:17]=1[O:22][CH3:23]>CCOCC.N1C=CC=CC=1>[CH3:23][O:22][C:17]1[CH:18]=[CH:19][C:20]([C:2]2[O:1][C:5]3[CH:6]=[CH:7][CH:8]=[CH:9][C:4]=3[CH:3]=2)=[CH:21][CH:16]=1. Procedure details: A solution of 46.0 g (0.39 mole) of benzofuran in 100 mL of Et2O was treated with 0.40 mol (1.6 M in hexanes) of n-BuLi at such a rate as to keep the reaction temperature below 25° C. The mixture was stirred for 15 min and was added to a 10° C. solution of 57.2 g (0.40 mole) of CuBr in 100 mL of Et2O at a rate so as to keep the reaction temperature below 10° C. The mixture was allowed to reach room temperature over 0.5 h and was treated with a solution of 93.6 g of iodoanisole in 300 mL of pyrid... Yield: 50.9%. The reactants are O1C=CC2=C1C=CC=C2 (benzofuran), [Li]CCCC (n-BuLi), CuBr, IC1=C(C=CC=C1)OC (iodoanisole). Yields the product COC1=CC=C(C=C1)C=1OC2=C(C1)C=CC=C2 (2-(4-Methoxyphenyl)benzofuran). Conditions: temperature 110 celsius, time 15 minute. Solvent: CCOCC (Et2O), CCOCC (Et2O), CCOCC (Et2O), N1=CC=CC=C1 (pyridine). Starting materials: O=C(O)c1cc2cc(Cl)ccc2[nH]1, CCN=C=NCCCN(C)C, CCOC(C)=O, CCN(C(C)C)C(C)C, ClCCl, O=C(O)C(F)(F)F, COC(=O)c1ncoc1C(N)Cc1ccccc1, On1nnc2ccccc21. Product: COC(=O)c1ncoc1C(Cc1ccccc1)NC(=O)c1cc2cc(Cl)ccc2[nH]1. As a reaction SMILES: [C:1](=[O:2])([OH:3])[c:4]1[nH:5][c:6]2[cH:7][cH:8][c:9]([Cl:13])[cH:10][c:11]2[cH:12]1.[CH3:58][CH2:59][N:60]=[C:61]=[N:62][CH2:63][CH2:64][CH2:65][N:66]([CH3:67])[CH3:68].[CH3:72][CH2:73][O:74][C:75](=[O:76])[CH3:77].[CH:24]([N:25]([CH2:26][CH3:27])[CH:28]([CH3:29])[CH3:30])([CH3:31])[CH3:32].[Cl:69][CH2:70][Cl:71].[F:33][C:34]([F:35])([F:36])[C:37]([OH:38])=[O:39].[NH2:40][CH:41]([CH2:42][c:43]1[cH:44][cH:45][cH:46][cH:47][cH:48]1)[c:49]1[c:50]([C:54](=[O:55])[O:56][CH3:57])[n:51][cH:52][o:53]1.[OH:14][n:15]1[c:16]2[c:17]([cH:18][cH:19][cH:20][cH:21]2)[n:22][n:23]1>>[C:1](=[O:3])([c:4]1[nH:5][c:6]2[cH:7][cH:8][c:9]([Cl:13])[cH:10][c:11]2[cH:12]1)[NH:40][CH:41]([CH2:42][c:43]1[cH:44][cH:45][cH:46][cH:47][cH:48]1)[c:49]1[c:50]([C:54](=[O:55])[O:56][CH3:57])[n:51][cH:52][o:53]1. Starting materials: [H-].[Al+3].[Li+].[H-].[H-].[H-] (lithium aluminum hydride), C(\C=C(/C)\CCC=C(C)C)N(CCN(CCN(CCNC(C)=O)C(C)=O)C(C)=O)C(C)=O (N-geranyl-N,N',N",N'"-tetraacetyltriethylenetetramine), [OH-].[Na+] (sodium hydroxide). Solvent: O1CCCC1 (tetrahydrofuran). Yields the product C(\C=C(/C)\CCC=C(C)C)N(CCN(CCN(CCNCC)CC)CC)CC (N-geranyl-N,N',N",N'"-tetraethyltriethylenetetramine). Isolated yield 62.6%. Reaction SMILES: [CH2:1]([N:11]([C:30](=O)[CH3:31])[CH2:12][CH2:13][N:14]([C:27](=O)[CH3:28])[CH2:15][CH2:16][N:17]([C:24](=O)[CH3:25])[CH2:18][CH2:19][NH:20][C:21](=O)[CH3:22])/[CH:2]=[C:3](/[CH2:5][CH2:6][CH:7]=[C:8]([CH3:10])[CH3:9])\[CH3:4].[H-].[Al+3].[Li+].[H-].[H-].[H-].[OH-].[Na+]>O1CCCC1>[CH2:1]([N:11]([CH2:30][CH3:31])[CH2:12][CH2:13][N:14]([CH2:27][CH3:28])[CH2:15][CH2:16][N:17]([CH2:24][CH3:25])[CH2:18][CH2:19][NH:20][CH2:21][CH3:22])/[CH:2]=[C:3](/[CH2:5][CH2:6][CH:7]=[C:8]([CH3:10])[CH3:9])\[CH3:4] |f:1.2.3.4.5.6,7.8|. Procedure: To a chloroform solution (200 ml) containing triethylenetetramine (60 g) was added dropwise with stirring a chloroform solution (100 ml) containing geranyl bromide (20 g) at room temperature, and the mixture was further stirred at room temperature for 3 hours. After the completion of the reaction, the reaction liquid was concentrated under reduced pressure to remove the chloroform therefrom, and the concentrate was extracted with ethyl acetate. The extract was washed with a 10% aqueous sodium hy... The reactants are N(C(=N)N)C=1SC=C(N1)C1=CC(=CC=C1)N (2-guanidino-4-(3-amino-phenyl)-thiazole), C(C)OC(N(C)C)OCC (N,N-dimethylformamide diethylacetal), C(C)OCC (diethyl ether). Product: CN(C=NC1=CC(=CC=C1)C=1N=C(SC1)NC(=N)N)C (N,N-Dimethyl-N'-[3-(-guanidino-4-thiazolyl)-phenyl]-formamidine). Isolated yield 77.7%. RXN SMILES: [NH:1]([C:5]1[S:6][CH:7]=[C:8]([C:10]2[CH:15]=[CH:14][CH:13]=[C:12]([NH2:16])[CH:11]=2)[N:9]=1)[C:2]([NH2:4])=[NH:3].C(OCC)C.C(O[CH:25](OCC)[N:26]([CH3:28])[CH3:27])C>>[CH3:25][N:26]([CH3:28])[CH:27]=[N:16][C:12]1[CH:13]=[CH:14][CH:15]=[C:10]([C:8]2[N:9]=[C:5]([NH:1][C:2]([NH2:4])=[NH:3])[S:6][CH:7]=2)[CH:11]=1. Procedure: A solution of 2.5 gm of 2-guanidino-4-(3-amino-phenyl)-thiazole in 7.5 gm of N,N-dimethylformamide diethylacetal was stirred at room temperature for 2 days. Addition of diethyl ether precipitated a solid which was filtered off and dried, yielding 2.4 gm of the title compound. Reactants: FC(C(=O)O)(F)F (Trifluoroacetic acid), CN(C)CC1=CNC2=NC=C(C=C21)/C=C/C(=O)OC(C)(C)C ((E)-tert-butyl 3-(3-((dimethylamino)methyl)-1H-pyrrolo[2,3-b]pyridin-5-yl)acrylate), ClCCl (dichloromethane). Run at time 30 minute. Product: Cl.CN(C)CC1=CNC2=NC=C(C=C21)/C=C/C(=O)O ((E)-3-(3-((Dimethylamino)methyl)-1H-pyrrolo[2,3-b]pyridin-5-yl)acrylic acid hydrochloride). RXN SMILES: FC(F)(F)C(O)=O.[CH3:8][N:9]([CH2:11][C:12]1[C:20]2[C:15](=[N:16][CH:17]=[C:18](/[CH:21]=[CH:22]/[C:23]([O:25]C(C)(C)C)=[O:24])[CH:19]=2)[NH:14][CH:13]=1)[CH3:10].[Cl:30]CCl>>[ClH:30].[CH3:8][N:9]([CH2:11][C:12]1[C:20]2[C:15](=[N:16][CH:17]=[C:18](/[CH:21]=[CH:22]/[C:23]([OH:25])=[O:24])[CH:19]=2)[NH:14][CH:13]=1)[CH3:10] |f:3.4|. Reported procedure: Trifluoroacetic acid (2 mL) was added to a suspension of (E)-tert-butyl 3-(3-((dimethylamino)methyl)-1H-pyrrolo[2,3-b]pyridin-5-yl)acrylate (120 mg, 0.39 mmol) in dichloromethane (2 mL). The reaction mixture was stirred at room temperature for 30 minutes and concentrated to dryness. The resulting residue was solubilized in a solution of hydrochloric acid in dioxane (4N, 2 mL). After 10 minutes stirring at room temperature, the precipitate was filtered and washed with diethyl ether to afford the ... Reactants: N1C=CC=2C(CCCC12)=O (1,5,6,7-tetrahydro-indol-4-one), [Cl-].O[NH3+] (hydroxyammonium chloride). Run in N1=CC=CC=C1 (pyridine). Conditions: time 2 hour. Yields the product N1C=CC=2C(CCCC12)=NO (1,5,6,7-tetrahydro-indol-4-one oxime). Reaction SMILES: [NH:1]1[C:9]2[CH2:8][CH2:7][CH2:6][C:5](=O)[C:4]=2[CH:3]=[CH:2]1.[Cl-].[OH:12][NH3+:13]>N1C=CC=CC=1>[NH:1]1[C:9]2[CH2:8][CH2:7][CH2:6][C:5](=[N:13][OH:12])[C:4]=2[CH:3]=[CH:2]1 |f:1.2|. Reported procedure: To a stirred solution of 1,5,6,7-tetrahydro-indol-4-one (5.4 g) in pyridine (40 mL) was added hydroxyammonium chloride (2 eq.) at rt. After 2 hours, the solvent was removed and the residue was diluted with water and extracted with ethyl acetate. The combined extracts were washed with brine, dried and concentrated to give 5.5 g of 1,5,6,7-tetrahydro-indol-4-one oxime as a pale yellow solid. The reactants are FC(C1=CC=C2C=CC(C2=C1)=O)(F)F (6-(trifluoromethyl)-1H-inden-1-one), CC1(CCN(CC1)C(=O)OC(C)(C)C)N1CC(NCC1)C (tert-butyl 4-methyl-4-(3-methylpiperazin-1-yl)piperidine-1-carboxylate). The solvent is C(Cl)(Cl)(Cl)Cl (carbon tetrachloride). Product: CC1(CCN(CC1)C(=O)OC(C)(C)C)N1CC(N(CC1)C1CC(C2=CC(=CC=C12)C(F)(F)F)=O)C (tert-Butyl 4-Methyl-4-{3-methyl-4-[3-oxo-5-(trifluoromethyl)-2,3-dihydro-1H-inden-1-yl]piperazin-1-yl}piperidine-1-carboxylate). Reaction SMILES: [F:1][C:2]([F:14])([F:13])[C:3]1[CH:11]=[C:10]2[C:6]([CH:7]=[CH:8][C:9]2=[O:12])=[CH:5][CH:4]=1.[CH3:15][C:16]1([N:29]2[CH2:34][CH2:33][NH:32][CH:31]([CH3:35])[CH2:30]2)[CH2:21][CH2:20][N:19]([C:22]([O:24][C:25]([CH3:28])([CH3:27])[CH3:26])=[O:23])[CH2:18][CH2:17]1>C(Cl)(Cl)(Cl)Cl>[CH3:15][C:16]1([N:29]2[CH2:34][CH2:33][N:32]([CH:7]3[C:6]4[C:10](=[CH:11][C:3]([C:2]([F:13])([F:14])[F:1])=[CH:4][CH:5]=4)[C:9](=[O:12])[CH2:8]3)[CH:31]([CH3:35])[CH2:30]2)[CH2:21][CH2:20][N:19]([C:22]([O:24][C:25]([CH3:26])([CH3:27])[CH3:28])=[O:23])[CH2:18][CH2:17]1. Reported procedure: A solution of 6-(trifluoromethyl)-1H-inden-1-one (100 mg, 0.505 mmol) and tert-butyl 4-methyl-4-(3-methylpiperazin-1-yl)piperidine-1-carboxylate (420 mg, 1.412 mmol) in carbon tetrachloride (8.00 mL) was heated at 60° C. for 18 h with stirring. After evaporation of solvent, the residue was purified on silica gel to give two diastereomers (3/1 ratio). Yield 180 mg (72%). LC-MS [M+1]=496.4.